This data is from the Open Reaction Database (ORD), a public repository of structured organic reaction records. The task is: describe an organic reaction: reactants, conditions, products, and yield Procedure details: Lithium aluminum hydride (153 mg) was suspended in tetrahydrofuran (20 mL). To the suspension, a solution of the compound obtained in Step 4 in tetrahydrofuran (2 mL) was added dropwise under ice cooling, and the mixture was then stirred overnight. To the reaction solution, sodium sulfate decahydrate was added under ice cooling. Subsequently, ethyl acetate was added thereto, and the mixture was stirred. After celite filtration, the solvent in the filtrate was distilled off under reduced pressure... Reaction conditions: time 8 hour. Yields the product C(C)(C)(C)OC(NCC(CC)CO)=O (tert-Butyl[2-(hydroxymethyl)butyl]carbamate). Solvent: O1CCCC1 (tetrahydrofuran), O1CCCC1 (tetrahydrofuran). RXN SMILES: [H-].[Al+3].[Li+].[H-].[H-].[H-].[C:7]([O:11][C:12]([N:14]([CH2:22][CH:23]([CH2:29][CH3:30])[C:24](OCC)=[O:25])C(OC(C)(C)C)=O)=[O:13])([CH3:10])([CH3:9])[CH3:8].O.O.O.O.O.O.O.O.O.O.S([O-])([O-])(=O)=O.[Na+].[Na+].C(OCC)(=O)C>O1CCCC1>[C:7]([O:11][C:12](=[O:13])[NH:14][CH2:22][CH:23]([CH2:24][OH:25])[CH2:29][CH3:30])([CH3:8])([CH3:9])[CH3:10] |f:0.1.2.3.4.5,7.8.9.10.11.12.13.14.15.16.17.18.19|. Starting materials: C(C)(C)(C)OC(=O)N(C(=O)OC(C)(C)C)CC(C(=O)OCC)CC (Ethyl 2-{[bis(tert-butoxycarbonyl)amino]methyl}butyrate), [H-].[Al+3].[Li+].[H-].[H-].[H-] (Lithium aluminum hydride), C(C)(=O)OCC (ethyl acetate), O.O.O.O.O.O.O.O.O.O.S(=O)(=O)([O-])[O-].[Na+].[Na+] (sodium sulfate decahydrate).